The task is: describe an organic reaction: reactants, conditions, products, and yield. This data is from the Open Reaction Database (ORD), a public repository of structured organic reaction records. Product: CC(CCNC(=S)C1=CC=2N(C3=CC=CC=C3SC2C=C1)C(CN1CCCC1)C)C (N-(3-Methylbutyl)-10-[1-(1-pyrrolidinyl)-2-propyl]-2-phenothiazinecarbothioamide). Run in C(C)O (ethanol). Reactants: N1(CCCC1)CC(C)N1C2=CC=CC=C2SC=2C=CC(=CC12)C(N)=S (10-[1-(1-pyrrolidinyl)-2-propyl]-2-phenothiazinecarbothioamide), CC(CCN)C (3-methylbutylamine), S (hydrogen sulphide). Reported procedure: A solution of 10-[1-(1-pyrrolidinyl)-2-propyl]-2-phenothiazinecarbothioamide, L series (6 g) and 3-methylbutylamine (18.9 cc) in absolute ethanol (90 cc) is saturated with hydrogen sulphide and brought for 16 hour to a temperature in the region of 105° C. After cooling, the reaction mixture is concentrated to dryness under reduced pressure (30 mm Hg; 4 kPa) at 40° C. The oily brown residue is purified by chromatography on a column (height: 40 cm; diameter: 4 cm) of silica gel (0.02-0.063 mm), el... RXN SMILES: [N:1]1([CH2:6][CH:7]([N:9]2[C:22]3[CH:21]=[C:20]([C:23](=[S:25])[NH2:24])[CH:19]=[CH:18][C:17]=3[S:16][C:15]3[C:10]2=[CH:11][CH:12]=[CH:13][CH:14]=3)[CH3:8])[CH2:5][CH2:4][CH2:3][CH2:2]1.[CH3:26][CH:27]([CH3:31])[CH2:28][CH2:29]N.S>C(O)C>[CH3:26][CH:27]([CH3:31])[CH2:28][CH2:29][NH:24][C:23]([C:20]1[CH:19]=[CH:18][C:17]2[S:16][C:15]3[C:10](=[CH:11][CH:12]=[CH:13][CH:14]=3)[N:9]([CH:7]([CH3:8])[CH2:6][N:1]3[CH2:5][CH2:4][CH2:3][CH2:2]3)[C:22]=2[CH:21]=1)=[S:25]. Conditions: time 16 hour. The reactants are ClCC1=CN=CN1C1CCCC1 (5-(chloromethyl)-1-cyclopentyl-1H-imidazole), CC1=CC(=NC(=N1)S)O (6-methyl-2-sulfanylpyrimidin-4-ol). Product: C1(CCCC1)N1C=NC=C1CSC1=NC(=CC(=N1)O)C (2-{[(1-cyclopentyl-1H-imidazol-5-yl)methyl]sulfanyl}-6-methylpyrimidin-4-ol). The yield is 50.0%. As a reaction SMILES: Cl[CH2:2][C:3]1[N:7]([CH:8]2[CH2:12][CH2:11][CH2:10][CH2:9]2)[CH:6]=[N:5][CH:4]=1.[CH3:13][C:14]1[N:19]=[C:18]([SH:20])[N:17]=[C:16]([OH:21])[CH:15]=1>>[CH:8]1([N:7]2[C:3]([CH2:2][S:20][C:18]3[N:17]=[C:16]([OH:21])[CH:15]=[C:14]([CH3:13])[N:19]=3)=[CH:4][N:5]=[CH:6]2)[CH2:12][CH2:11][CH2:10][CH2:9]1. Procedure details: This example was synthesized from 5-(chloromethyl)-1-cyclopentyl-1H-imidazole and 6-methyl-2-sulfanylpyrimidin-4-ol following the general procedure as shown in the last step of Example 109 to provide 2-{[(1-cyclopentyl-1H-imidazol-5-yl)methyl]sulfanyl}-6-methylpyrimidin-4-ol as a white solid (700 mg, 50% yield); 1H NMR (400 MHz, DMSO-d6): δ 1.61 (m, 2H), 1.79 (m, 4H), 2.10 (m, 2H), 2.21 (s, 3H), 4.48 (s, 2H), 4.54 (m, 1H), 6.02 (br, 1H), 6.88 (s, 1H), 7.73 (s, 1H); M+ 291.